From a dataset of the Open Reaction Database (ORD), a public repository of structured organic reaction records. describe an organic reaction: reactants, conditions, products, and yield Yields the product OCCCCCOC1=CC=C2C=CC=C(C2=C1)CCNC(C)=O (N-(2-{7-[(5-Hydroxypentyl)oxy]-1-naphthyl)-ethyl}acetamide). Starting materials: [H-].[Al+3].[Li+].[H-].[H-].[H-] (lithium aluminium hydride), C(C)(=O)NCCC=1C=CC=C2C=CC(=CC12)OCCCCC(=O)OC (Methyl 5-({8-[2-(acetylamino)ethyl]-2-naphthyl}oxy)pentanoate), Cl (hydrochloric acid). Conditions: time 6 hour. Reported procedure: In a 100 ml round-bottomed flask, dissolve the compound obtained in Step A (3.42 g, 10 mmol) in 50 ml of anhydrous tetrahydrofuran. Add lithium aluminium hydride (379.5 mg; 10 mmol) in small portions. Stir at room temperature for 6 hours. Hydrolyse the reaction mixture with 100 ml of an aqueous 1M hydrochloric acid solution. Extract the aqueous phase 3 times with dichloromethane. Dry the organic phase over magnesium sulphate and evaporate under reduced pressure. Use the resulting oil directly in... Run in O1CCCC1 (tetrahydrofuran). RXN SMILES: [C:1]([NH:4][CH2:5][CH2:6][C:7]1[CH:8]=[CH:9][CH:10]=[C:11]2[C:16]=1[CH:15]=[C:14]([O:17][CH2:18][CH2:19][CH2:20][CH2:21][C:22](OC)=[O:23])[CH:13]=[CH:12]2)(=[O:3])[CH3:2].[H-].[Al+3].[Li+].[H-].[H-].[H-].Cl>O1CCCC1>[OH:23][CH2:22][CH2:21][CH2:20][CH2:19][CH2:18][O:17][C:14]1[CH:15]=[C:16]2[C:11]([CH:10]=[CH:9][CH:8]=[C:7]2[CH2:6][CH2:5][NH:4][C:1](=[O:3])[CH3:2])=[CH:12][CH:13]=1 |f:1.2.3.4.5.6|. Starting materials: C(#N)[C@H](CC1=CC=C(C=C1)C=1C=CC2=C(NC(O2)=O)C1)NC(=O)C1(CCOCC1)NC(OC(C)(C)C)=O ((S)-tert-Butyl 4-(1-cyano-2-(4-(2-oxo-2,3-dihydrobenzo[d]oxazol-5-yl)phenyl)ethylcarbamoyl)tetrahydro-2H-pyran-4-ylcarbamate), N (ammonia). Run in O (water), C(=O)O (formic acid). Yields the product NC1(CCOCC1)C(=O)N[C@@H](CC1=CC=C(C=C1)C=1C=CC2=C(NC(O2)=O)C1)C#N ((S)-4-Amino-N-(1-cyano-2-(4-(2-oxo-2,3-dihydrobenzo[d]oxazol-5-yl)phenyl)ethyl)tetrahydro-2H-pyran-4-carboxamide), salt. RXN SMILES: [C:1]([C@@H:3]([NH:21][C:22]([C:24]1([NH:30]C(=O)OC(C)(C)C)[CH2:29][CH2:28][O:27][CH2:26][CH2:25]1)=[O:23])[CH2:4][C:5]1[CH:10]=[CH:9][C:8]([C:11]2[CH:12]=[CH:13][C:14]3[O:18][C:17](=[O:19])[NH:16][C:15]=3[CH:20]=2)=[CH:7][CH:6]=1)#[N:2].N>C(O)=O.O>[NH2:30][C:24]1([C:22]([NH:21][C@H:3]([C:1]#[N:2])[CH2:4][C:5]2[CH:6]=[CH:7][C:8]([C:11]3[CH:12]=[CH:13][C:14]4[O:18][C:17](=[O:19])[NH:16][C:15]=4[CH:20]=3)=[CH:9][CH:10]=2)=[O:23])[CH2:25][CH2:26][O:27][CH2:28][CH2:29]1. Procedure: (S)-tert-Butyl 4-(1-cyano-2-(4-(2-oxo-2,3-dihydrobenzo[d]oxazol-5-yl)phenyl)ethylcarbamoyl)tetrahydro-2H-pyran-4-ylcarbamate (Example 33, step (ii), 160 mg) was heated at 50° C. in formic acid (0.5 mL) for 10 min. The cooled solution was diluted with water (50 mL) and basified with ‘880’ ammonia and the resulting precipitate extracted into ethyl acetate (200 mL). The dried extract was concentrated to dryness and purified purified by reversed phase HPLC (using a SunFire column) eluting with metha... The reactants are N1(CCCC1)C/C=C(\C1=CC=C(C=C1)C)/C1=CC=CC(=N1)/C=C/C=O (3-(6-[3-pyrrolidin-1-yl-1-{4-tolyl}-prop-1E-enyl]-pyridin-2-yl)-prop-2E-enal), C(CC)[Mg]Cl (n-propyl magnesium chloride). The solvent is C1CCOC1 (THF). The product is N1(CCCC1)C/C=C(\C1=CC=C(C=C1)C)/C1=CC=CC(=N1)\C=C\C(CCC)O (1-(6-[3-pyrrolidin-1-yl-1-{4-tolyl}-prop-1E-enyl]-pyridin-2-yl)-hex-1E-en-3-ol). Yield: 56.7%. RXN SMILES: [N:1]1([CH2:6]/[CH:7]=[C:8](/[C:16]2[N:21]=[C:20](/[CH:22]=[CH:23]/[CH:24]=[O:25])[CH:19]=[CH:18][CH:17]=2)\[C:9]2[CH:14]=[CH:13][C:12]([CH3:15])=[CH:11][CH:10]=2)[CH2:5][CH2:4][CH2:3][CH2:2]1.[CH2:26]([Mg]Cl)[CH2:27][CH3:28]>C1COCC1>[N:1]1([CH2:6]/[CH:7]=[C:8](/[C:16]2[N:21]=[C:20](/[CH:22]=[CH:23]/[CH:24]([OH:25])[CH2:26][CH2:27][CH3:28])[CH:19]=[CH:18][CH:17]=2)\[C:9]2[CH:14]=[CH:13][C:12]([CH3:15])=[CH:11][CH:10]=2)[CH2:5][CH2:4][CH2:3][CH2:2]1. Procedure details: A stirred solution of 3-(6-[3-pyrrolidin-1-yl-1-{4-tolyl}-prop-1E-enyl]-pyridin-2-yl)-prop-2E-enal (925 mg, 2.78 mmol) in anhydrous THF (30 ml) at -78° C. was treated dropwise with a solution of n-propyl magnesium chloride (1.53 ml, 2.0 M in diethylether, 3.06 mmol). The reaction mixture was allowed to warm slowly to room temperature (~2 hours). The reaction was quenched with water (3 ml) and THF removed under reduced pressure. The residue was taken up in 1M HCl and then basified with solid sodi...